This data is from the Open Reaction Database (ORD), a public repository of structured organic reaction records. The task is: describe an organic reaction: reactants, conditions, products, and yield Starting materials: COc1cc2nnc(C(N)=O)c(Nc3ccc(C)cc3F)c2cc1C1=CCN(C(=O)OC(C)(C)C)CC1, ClCCl, O=C(O)C(F)(F)F. Product: COc1cc2nnc(C(N)=O)c(Nc3ccc(C)cc3F)c2cc1C1=CCNCC1. Reaction SMILES: [C:1]([NH2:2])(=[O:3])[c:4]1[n:5][n:6][c:7]2[cH:8][c:9]([O:36][CH3:37])[c:10]([C:23]3=[CH:24][CH2:25][N:26]([C:29]([O:30][C:31]([CH3:32])([CH3:33])[CH3:34])=[O:35])[CH2:27][CH2:28]3)[cH:11][c:12]2[c:13]1[NH:14][c:15]1[c:16]([F:22])[cH:17][c:18]([CH3:21])[cH:19][cH:20]1.[Cl:45][CH2:46][Cl:47].[OH:38][C:39]([C:40]([F:41])([F:42])[F:43])=[O:44]>>[C:1]([NH2:2])(=[O:3])[c:4]1[n:5][n:6][c:7]2[cH:8][c:9]([O:36][CH3:37])[c:10]([C:23]3=[CH:24][CH2:25][NH:26][CH2:27][CH2:28]3)[cH:11][c:12]2[c:13]1[NH:14][c:15]1[c:16]([F:22])[cH:17][c:18]([CH3:21])[cH:19][cH:20]1. Starting materials: aqueous solution, [OH-].[Na+] (sodium hydroxide), [Cl-].[Na+] (sodium chloride), C=O (formalin), COC1=CC=C(CS[C@H]2C[C@H](NC2)C(=O)OC)C=C1 ((2S, 4S)-4-(4-methoxybenzylthio)-2-methoxycarbonylpyrrolidine), C(#N)[BH3-].[Na+] (sodium cyanoborohydride). Solvent: C(C)(=O)O (acetic acid), C(C)#N (acetonitrile). Reaction conditions: time 30 minute. Product: COC1=CC=C(CS[C@H]2C[C@H](N(C2)C)C(=O)OC)C=C1 ((2S, 4S)-4-(4-Methoxybenzylthio)-2-methoxycarbonyl-1-methylpyrrolidine). The yield is 55.5%. As a reaction SMILES: C=O.[CH3:3][O:4][C:5]1[CH:21]=[CH:20][C:8]([CH2:9][S:10][C@@H:11]2[CH2:15][NH:14][C@H:13]([C:16]([O:18][CH3:19])=[O:17])[CH2:12]2)=[CH:7][CH:6]=1.[C:22]([BH3-])#N.[Na+].[OH-].[Na+].[Cl-].[Na+]>C(#N)C.C(O)(=O)C>[CH3:3][O:4][C:5]1[CH:6]=[CH:7][C:8]([CH2:9][S:10][C@@H:11]2[CH2:15][N:14]([CH3:22])[C@H:13]([C:16]([O:18][CH3:19])=[O:17])[CH2:12]2)=[CH:20][CH:21]=1 |f:2.3,4.5,6.7|. Procedure details: 3.43 ml of 35% formalin were added to a solution of 2.25 g of (2S, 4S)-4-(4-methoxybenzylthio)-2-methoxycarbonylpyrrolidine dissolved in 42 ml of acetonitrile. Subsequently, 804 mg of sodium cyanoborohydride were divided into three portions and added to the mixture over a period of 5 minutes. The mixture was then stirred at room temperature for 30 minutes. At the end of this time, the mixture was cooled, 1.3 ml of acetic acid was added, and the reaction mixture was stirred at room temperature fo...